Dataset: the Open Reaction Database (ORD), a public repository of structured organic reaction records. Task: describe an organic reaction: reactants, conditions, products, and yield Reactants: C(C1=CC=CC=C1)OC(=O)N1C[C@H](C[C@H](C1)NC(=O)OC(C)(C)C)C(=O)O (cis-(+/−)-1-(benzyloxycarbonyl)-5-(tert-butoxycarbonylamino) piperidine-3-carboxylic acid), C=1C=CC(=CC1)P(=O)(C=2C=CC=CC2)N=[N+]=[N-] (DPPA), CCN(C(C)C)C(C)C (DIEA), CC(C)(C)O (t-BuOH). The product is C(C)(C)(C)OC(=O)N[C@@H]1CN(C[C@@H](C1)NC(=O)OC(C)(C)C)C(=O)OCC1=CC=CC=C1 (cis-(+/−)-benzyl 3,5-bis(tert-butoxycarbonylamino)piperidine-1-carboxylate). Yield: 23.0%. Reaction SMILES: [CH2:1]([O:8][C:9]([N:11]1[CH2:16][C@H:15]([NH:17][C:18]([O:20][C:21]([CH3:24])([CH3:23])[CH3:22])=[O:19])[CH2:14][C@H:13](C(O)=O)[CH2:12]1)=[O:10])[C:2]1[CH:7]=[CH:6][CH:5]=[CH:4][CH:3]=1.C1C=CC(P(N=[N+]=[N-])(C2C=CC=CC=2)=[O:35])=CC=1.CC[N:47]([CH:51](C)C)C(C)C.[CH3:54][C:55]([OH:58])([CH3:57])[CH3:56]>>[C:55]([O:58][C:51]([NH:47][C@H:13]1[CH2:14][C@@H:15]([NH:17][C:18]([O:20][C:21]([CH3:23])([CH3:22])[CH3:24])=[O:19])[CH2:16][N:11]([C:9]([O:8][CH2:1][C:2]2[CH:7]=[CH:6][CH:5]=[CH:4][CH:3]=2)=[O:10])[CH2:12]1)=[O:35])([CH3:57])([CH3:56])[CH3:54]. Procedure details: To a solution of cis-(+/−)-1-(benzyloxycarbonyl)-5-(tert-butoxycarbonylamino) piperidine-3-carboxylic acid (1.2 g, 3.17 mmol), DPPA (Diphenylphosphoryl azide, 1.04 g, 3.81 mmol) and DIEA(1.1 mL, 6.35 mmol) in t-BuOH(10 mL) was heated to 90° C. over night. The solvent was removed under reduced pressure. To the crude was added EtOAc (300 mL), the organic layer was washed with saturated NaHCO3(150 mL) and brine, dried and filtered, and concentrated to give the crude. The crude material was further ... Reactants: COC(CC(C)=O)=O (3-oxo-butyric acid methyl ester), R3—(CH2)m—NH2, O[C@H]1[C@@H](CCCC1)N (((1R,2R)-2-hydroxy-cyclohexyl)-amine), ClC1=C(C=C(C=C1)C(F)(F)F)C(CBr)=O (1-(2-chloro-5-trifluoromethyl-phenyl)-2-bromo-ethanone), C1(CC1)CCN (2-cyclopropyl-ethylamine). Yields the product O[C@H]1[C@@H](CCCC1)NC(=O)C1=C(N(C(=C1)C1=C(C=CC(=C1)C(F)(F)F)Cl)CCC1CC1)C (5-(2-Chloro-5-trifluoromethyl-phenyl)-1-(2-cyclopropyl-ethyl)-2-methyl-1H-pyrrole-3-carboxylic acid ((1R,2R)-2-hydroxy-cyclohexyl)-amide). As a reaction SMILES: CO[C:3](=[O:8])[CH2:4][C:5](=O)[CH3:6].[Cl:9][C:10]1[CH:15]=[CH:14][C:13]([C:16]([F:19])([F:18])[F:17])=[CH:12][C:11]=1[C:20](=O)[CH2:21]Br.[CH:24]1([CH2:27][CH2:28][NH2:29])[CH2:26][CH2:25]1.[OH:30][C@@H:31]1[CH2:36][CH2:35][CH2:34][CH2:33][C@H:32]1[NH2:37]>>[OH:30][C@@H:31]1[CH2:36][CH2:35][CH2:34][CH2:33][C@H:32]1[NH:37][C:3]([C:4]1[CH:21]=[C:20]([C:11]2[CH:12]=[C:13]([C:16]([F:19])([F:18])[F:17])[CH:14]=[CH:15][C:10]=2[Cl:9])[N:29]([CH2:28][CH2:27][CH:24]2[CH2:26][CH2:25]2)[C:5]=1[CH3:6])=[O:8]. Procedure: The title compound was synthesized in analogy to Example 68, using 3-oxo-butyric acid methyl ester as compound of formula R, 1-(2-chloro-5-trifluoromethyl-phenyl)-2-bromo-ethanone as compound of formula S, 2-cyclopropyl-ethylamine as R3—(CH2)m—NH2 and ((1R,2R)-2-hydroxy-cyclohexyl)-amine as R1R2NH, MS (ISP) 469.4 (M+H)+. The reactants are CC(C)(C)OC(=O)N1CCc2ccc(O)cc2CC1, CN, CCO, [I-], I, [Na+], O. Yields the product CC(C)(C)OC(=O)N1CCc2cc(O)c(I)cc2CC1. Reaction SMILES: [C:1]([CH3:2])([CH3:3])([CH3:4])[O:5][C:6](=[O:7])[N:8]1[CH2:9][CH2:10][c:11]2[c:12]([cH:15][c:16]([OH:19])[cH:17][cH:18]2)[CH2:13][CH2:14]1.[CH3:23][NH2:24].[CH3:25][CH2:26][OH:27].[I-:21].[I:22].[Na+:20].[OH2:28]>>[C:1]([CH3:2])([CH3:3])([CH3:4])[O:5][C:6](=[O:7])[N:8]1[CH2:9][CH2:10][c:11]2[c:12]([cH:15][c:16]([OH:19])[c:17]([I:21])[cH:18]2)[CH2:13][CH2:14]1. Reactants: FC(C=1C=C(COCC2(CC(CC2)=O)C2=CC=CC=C2)C=C(C1)C(F)(F)F)(F)F (3-((3,5-bis(trifluoromethyl)benzyloxy)methyl)-3-phenylcyclopentanone), N1CCCCC1 (piperidine), [BH4-].[Na+] (sodium borohydride), C(C)O (ethanol). The reagents and catalysts are CC([O-])C.[Ti+4].CC([O-])C.CC([O-])C.CC([O-])C (titanium(IV) isopropoxide). Solvent: C1CCOC1 (THF). Reaction conditions: temperature 65 celsius, time 1 hour. The product is FC(C=1C=C(COCC2(CC(CC2)N2CCCCC2)C2=CC=CC=C2)C=C(C1)C(F)(F)F)(F)F (1-(3-((3,5-Bis(trifluoromethyl)benzyloxy)methyl)-3-phenylcyclopentyl) piperidine). As a reaction SMILES: [F:1][C:2]([F:29])([F:28])[C:3]1[CH:4]=[C:5]([CH:21]=[C:22]([C:24]([F:27])([F:26])[F:25])[CH:23]=1)[CH2:6][O:7][CH2:8][C:9]1([C:15]2[CH:20]=[CH:19][CH:18]=[CH:17][CH:16]=2)[CH2:13][CH2:12][C:11](=O)[CH2:10]1.[NH:30]1[CH2:35][CH2:34][CH2:33][CH2:32][CH2:31]1.C(O)C.[BH4-].[Na+]>C1COCC1.CC(C)[O-].[Ti+4].CC(C)[O-].CC(C)[O-].CC(C)[O-]>[F:1][C:2]([F:29])([F:28])[C:3]1[CH:4]=[C:5]([CH:21]=[C:22]([C:24]([F:27])([F:26])[F:25])[CH:23]=1)[CH2:6][O:7][CH2:8][C:9]1([C:15]2[CH:20]=[CH:19][CH:18]=[CH:17][CH:16]=2)[CH2:13][CH2:12][CH:11]([N:30]2[CH2:35][CH2:34][CH2:33][CH2:32][CH2:31]2)[CH2:10]1 |f:3.4,6.7.8.9.10|. Procedure details: To a solution of 3-((3,5-bis(trifluoromethyl)benzyloxy)methyl)-3-phenylcyclopentanone (5 mg) in THF (0.10 mL) at room temperature was added piperidine (50 μL) followed by titanium(IV) isopropoxide and the resulting solution was heated at 65° C. in a sealed vial for 2 h. The solution was cooled to room temperature, 100 μL ethanol was added followed by sodium borohydride (4 mg), and the resulting suspension was stirred at room temperature for 1 h. The reaction mixture was then passed through a cle... The reactants are Cc1ccc2c(c1C)OC(C)(C)C2=O, ClC(Cl)Cl, [NH4+], O=[N+]([O-])[O-], O=C(O)C(F)(F)F. The product is Cc1c([N+](=O)[O-])cc2c(c1C)OC(C)(C)C2=O. As a reaction SMILES: [CH3:1][C:2]1([CH3:14])[O:3][c:4]2[c:5]([cH:8][cH:9][c:10]([CH3:13])[c:11]2[CH3:12])[C:6]1=[O:7].[CH:27]([Cl:28])([Cl:29])[Cl:30].[NH4+:15].[O-:16][N+:17]([O-:18])=[O:19].[OH:20][C:21]([C:22]([F:23])([F:24])[F:25])=[O:26]>>[CH3:1][C:2]1([CH3:14])[O:3][c:4]2[c:5]([cH:8][c:9]([N+:17](=[O:16])[O-:18])[c:10]([CH3:13])[c:11]2[CH3:12])[C:6]1=[O:7]. The reactants are C(C1=CC=CC=C1)NCC1=CC=CC=C1 (Dibenzylamine), [Br-].[Li+] (lithium bromide), C(Cl)[C@@H]1CO1 ((S)-epichlorohydrin). Run in C(C)(=O)OCC (ethyl acetate). Reaction conditions: time 30 minute. Product: ClC[C@H](CN(CC1=CC=CC=C1)CC1=CC=CC=C1)O ((S)-1-chloro-3-(dibenzylamino)propan-2-ol). Yield: 91.4%. RXN SMILES: [CH2:1]([NH:8][CH2:9][C:10]1[CH:15]=[CH:14][CH:13]=[CH:12][CH:11]=1)[C:2]1[CH:7]=[CH:6][CH:5]=[CH:4][CH:3]=1.[Br-].[Li+].[CH2:18]([C@H:20]1[O:22][CH2:21]1)[Cl:19]>C(OCC)(=O)C>[Cl:19][CH2:18][C@@H:20]([OH:22])[CH2:21][N:8]([CH2:1][C:2]1[CH:7]=[CH:6][CH:5]=[CH:4][CH:3]=1)[CH2:9][C:10]1[CH:15]=[CH:14][CH:13]=[CH:12][CH:11]=1 |f:1.2|. Procedure details: Dibenzylamine (39.4 g, 0.20 mol) and lithium bromide (1.7 g, 20 mmol) were added to 100 mL ethyl acetate and stirred for 30 minutes. (S)-epichlorohydrin (21 g, 0.23 mol) was then added. The reaction went on at room temperature (32° C.) for 2 hours. Filtered, and the solvent was evaporated to provide 53 g of colorless oil with 90% yield. The reactants are COC(=O)C=1C(=C2C=C(C(N(C2=C(N1)Br)CC1CCOCC1)=O)C1=CC=CC=C1)O (8-bromo-5-hydroxy-2-oxo-3-phenyl-1-(tetrahydro-pyran-4-ylmethyl)-1,2-dihydro-[1,7]naphthyridine-6-carboxylic acid methyl ester), C(CCC)[Sn](C=1C=NC=CC1)(CCCC)CCCC (3-tributylstannanyl-pyridine), CCOC(=O)C (EtOAc), Cl (HCl). Reagents/catalysts: Cl[Pd]([P](C1=CC=CC=C1)(C2=CC=CC=C2)C3=CC=CC=C3)([P](C4=CC=CC=C4)(C5=CC=CC=C5)C6=CC=CC=C6)Cl (PdCl2(PPh3)2). Solvent: CN(C)C=O (DMF), [Cl-].[Na+].O (brine). Conditions: temperature 120 celsius. The product is COC(=O)C=1C(=C2C=C(C(N(C2=C(N1)C=1C=NC=CC1)CC1CCOCC1)=O)C1=CC=CC=C1)O (5-Hydroxy-2-oxo-3-phenyl-8-pyridin-3-yl-1-(tetrahydro-pyran-4-ylmethyl)-1,2-dihydro-[1,7]naphthyridine-6-carboxylic acid methyl ester). Yield: 40.2%. Reaction SMILES: [CH3:1][O:2][C:3]([C:5]1[C:6]([OH:30])=[C:7]2[C:12](=[C:13](Br)[N:14]=1)[N:11]([CH2:16][CH:17]1[CH2:22][CH2:21][O:20][CH2:19][CH2:18]1)[C:10](=[O:23])[C:9]([C:24]1[CH:29]=[CH:28][CH:27]=[CH:26][CH:25]=1)=[CH:8]2)=[O:4].C([Sn](CCCC)(CCCC)[C:36]1[CH:37]=[N:38][CH:39]=[CH:40][CH:41]=1)CCC.CCOC(C)=O.Cl>CN(C=O)C.[Cl-].[Na+].O.Cl[Pd](Cl)([P](C1C=CC=CC=1)(C1C=CC=CC=1)C1C=CC=CC=1)[P](C1C=CC=CC=1)(C1C=CC=CC=1)C1C=CC=CC=1>[CH3:1][O:2][C:3]([C:5]1[C:6]([OH:30])=[C:7]2[C:12](=[C:13]([C:36]3[CH:37]=[N:38][CH:39]=[CH:40][CH:41]=3)[N:14]=1)[N:11]([CH2:16][CH:17]1[CH2:22][CH2:21][O:20][CH2:19][CH2:18]1)[C:10](=[O:23])[C:9]([C:24]1[CH:29]=[CH:28][CH:27]=[CH:26][CH:25]=1)=[CH:8]2)=[O:4] |f:5.6.7,^1:67,86|. Procedure: A mixture of 8-bromo-5-hydroxy-2-oxo-3-phenyl-1-(tetrahydro-pyran-4-ylmethyl)-1,2-dihydro-[1,7]naphthyridine-6-carboxylic acid methyl ester (91 mg, 0.19 mmol), 3-tributylstannanyl-pyridine (0.092 mL, 0.29 mmol) and PdCl2(PPh3)2 (27 mg, 0.038 mmol) in 4 mL of DMF was heated at 120° C. for 3 h under nitrogen atmosphere. After the mixture was cooled to r.t., EtOAc and brine were added. 1 M HCl was added with stirring until pH was about 3-4. The aqueous layer was extracted with additional EtOAc, and...